From a dataset of the Open Reaction Database (ORD), a public repository of structured organic reaction records. describe an organic reaction: reactants, conditions, products, and yield Reactants: CCOC(C)=O, CCCCCC, CCCC=Cc1c(C(C)C)nc(C(C)C)c(CO)c1-c1ccc(F)c(F)c1. Product: CCCCCc1c(C(C)C)nc(C(C)C)c(CO)c1-c1ccc(F)c(F)c1. Reaction SMILES: [C:34]([O:35][CH2:36][CH3:37])(=[O:38])[CH3:39].[CH3:28][CH2:29][CH2:30][CH2:31][CH2:32][CH3:33].[CH:1]([CH3:2])([CH3:3])[c:4]1[n:5][c:6]([CH:25]([CH3:26])[CH3:27])[c:7]([CH:20]=[CH:21][CH2:22][CH2:23][CH3:24])[c:8](-[c:12]2[cH:13][c:14]([F:19])[c:15]([F:18])[cH:16][cH:17]2)[c:9]1[CH2:10][OH:11]>>[CH:1]([CH3:2])([CH3:3])[c:4]1[n:5][c:6]([CH:25]([CH3:26])[CH3:27])[c:7]([CH2:20][CH2:21][CH2:22][CH2:23][CH3:24])[c:8](-[c:12]2[cH:13][c:14]([F:19])[c:15]([F:18])[cH:16][cH:17]2)[c:9]1[CH2:10][OH:11]. The reactants are B, CC1(C)COc2cc(Br)cnc2NC1=O, C1CCOC1. Yields the product CC1(C)CNc2ncc(Br)cc2OC1. Reaction SMILES: [BH3:16].[Br:1][c:2]1[cH:3][c:4]2[c:5]([n:14][cH:15]1)[NH:6][C:7](=[O:13])[C:8]([CH3:11])([CH3:12])[CH2:9][O:10]2.[CH2:17]1[O:18][CH2:19][CH2:20][CH2:21]1>>[Br:1][c:2]1[cH:3][c:4]2[c:5]([n:14][cH:15]1)[NH:6][CH2:7][C:8]([CH3:11])([CH3:12])[CH2:9][O:10]2. Reactants: ClCCCC(=O)NC=1C(=C(C(=CC1)Cl)C)Cl (3-(4-chlorobutyryl)amino-2,6-dichlorotoluene), [H-].[Na+] (sodium hydride), ice water. Solvent: CN(C=O)C (N,N-dimethylformamide). Run at temperature 5 celsius, time 10 minute. The product is ClC1=C(C=CC(=C1C)Cl)N1C(CCC1)=O (1-(2,4-dichloro-3-methylphenyl)-2-pyrrolidinone). The yield is 80.0%. Reaction SMILES: Cl[CH2:2][CH2:3][CH2:4][C:5]([NH:7][C:8]1[C:9]([Cl:16])=[C:10]([CH3:15])[C:11]([Cl:14])=[CH:12][CH:13]=1)=[O:6].[H-].[Na+]>CN(C)C=O>[Cl:16][C:9]1[C:10]([CH3:15])=[C:11]([Cl:14])[CH:12]=[CH:13][C:8]=1[N:7]1[CH2:2][CH2:3][CH2:4][C:5]1=[O:6] |f:1.2|. Procedure: To a solution of 3-(4-chlorobutyryl)amino-2,6-dichlorotoluene (2.80 g) in N,N-dimethylformamide (30 ml) was added sodium hydride (60% oil dispersion, 440 mg) in one portion at 5° C. The mixture was stirred for 10 minutes at 5° C. and then for 2 hours at 60° C. The cooled mixture was poured into ice water. The separated oil was extracted with dichloromethane. The organic layer was washed with water three times, dried, and concentrated in vacuo. The residue was purified by flash chromatography on ... The reactants are N12CCC(CC2CCC1)=O (1-Azabicyclo[4,3,0]nonan-4-one), [H-].[Al+3].[Li+].[H-].[H-].[H-] (lithium aluminium hydride). The solvent is O1CCCC1 (tetrahydrofuran). The product is N12CCC(CC2CCC1)O ((±) 1-Azabicyclo[4,3,0]nonan-4-ol). Yield: 98.4%. RXN SMILES: [N:1]12[CH2:9][CH2:8][CH2:7][CH:6]1[CH2:5][C:4](=[O:10])[CH2:3][CH2:2]2.[H-].[Al+3].[Li+].[H-].[H-].[H-]>O1CCCC1>[N:1]12[CH2:9][CH2:8][CH2:7][CH:6]1[CH2:5][CH:4]([OH:10])[CH2:3][CH2:2]2 |f:1.2.3.4.5.6|. Procedure details: 1-Azabicyclo[4,3,0]nonan-4-one (1.0 g, 0.0072 moles) (King, F. D., J. Chem. Soc. Perkin. Trans. 1, (1986) 447) in tetrahydrofuran (50 ml) was treated with lithium aluminium hydride (0.7 g. 0.0185 moles) at ambient temperature for 18 hours. Work up in the usual way gave the title compound 1.0 g (100%). M.S. (+ve ion electrospray) m/z 142 (MH30 , 95%). Reactants: CN, CO, CC(C)(C)OC(=O)N1CCC(C2CCN(c3cc(Cl)ncn3)CC2)CC1. Yields the product CNc1cc(N2CCC(C3CCN(C(=O)OC(C)(C)C)CC3)CC2)ncn1. As a reaction SMILES: [CH3:27][NH2:28].[CH3:29][OH:30].[Cl:1][c:2]1[cH:3][c:4]([N:8]2[CH2:9][CH2:10][CH:11]([CH:14]3[CH2:15][CH2:16][N:17]([C:20](=[O:21])[O:22][C:23]([CH3:24])([CH3:25])[CH3:26])[CH2:18][CH2:19]3)[CH2:12][CH2:13]2)[n:5][cH:6][n:7]1>>[c:2]1([NH:28][CH3:27])[cH:3][c:4]([N:8]2[CH2:9][CH2:10][CH:11]([CH:14]3[CH2:15][CH2:16][N:17]([C:20](=[O:21])[O:22][C:23]([CH3:24])([CH3:25])[CH3:26])[CH2:18][CH2:19]3)[CH2:12][CH2:13]2)[n:5][cH:6][n:7]1.